From a dataset of the Open Reaction Database (ORD), a public repository of structured organic reaction records. describe an organic reaction: reactants, conditions, products, and yield Starting materials: COC(=O)CCCCBr, O=C([O-])[O-], CC(C)=O, [I-], [K+], [K+], [Na+], CN(C)C=O, CCCCCCCCCCCCCCCCCCOc1cc(O)cc(C(=O)OCc2ccccc2)c1. Yields the product CCCCCCCCCCCCCCCCCCOc1cc(OCCCCC(=O)OC)cc(C(=O)OCc2ccccc2)c1. Reaction SMILES: [Br:37][CH2:38][CH2:39][CH2:40][CH2:41][C:42](=[O:43])[O:44][CH3:45].[C:46](=[O:47])([O-:48])[O-:49].[CH3:54][C:55](=[O:56])[CH3:57].[I-:53].[K+:50].[K+:51].[Na+:52].[O:58]=[CH:59][N:60]([CH3:61])[CH3:62].[c:1]1([CH2:7][O:8][C:9]([c:10]2[cH:11][c:12]([OH:35])[cH:13][c:14]([O:16][CH2:17][CH2:18][CH2:19][CH2:20][CH2:21][CH2:22][CH2:23][CH2:24][CH2:25][CH2:26][CH2:27][CH2:28][CH2:29][CH2:30][CH2:31][CH2:32][CH2:33][CH3:34])[cH:15]2)=[O:36])[cH:2][cH:3][cH:4][cH:5][cH:6]1>>[c:1]1([CH2:7][O:8][C:9]([c:10]2[cH:11][c:12]([O:35][CH2:38][CH2:39][CH2:40][CH2:41][C:42](=[O:43])[O:44][CH3:45])[cH:13][c:14]([O:16][CH2:17][CH2:18][CH2:19][CH2:20][CH2:21][CH2:22][CH2:23][CH2:24][CH2:25][CH2:26][CH2:27][CH2:28][CH2:29][CH2:30][CH2:31][CH2:32][CH2:33][CH3:34])[cH:15]2)=[O:36])[cH:2][cH:3][cH:4][cH:5][cH:6]1. Reaction SMILES: [CH2:1]([c:2]1[cH:3][cH:4][cH:5][cH:6][cH:7]1)[O:8][c:9]1[cH:10][c:11](-[c:15]2[n:16][c:17]([O:40][CH3:41])[c:18]([O:31][c:32]3[c:33]([O:38][CH3:39])[cH:34][cH:35][cH:36][cH:37]3)[c:19]([NH:21][S:22](=[O:23])(=[O:24])[c:25]3[s:26][c:27]([CH3:30])[cH:28][n:29]3)[n:20]2)[cH:12][cH:13][cH:14]1.[Cl:42][CH2:43][Cl:44]>>[OH:8][c:9]1[cH:10][c:11](-[c:15]2[n:16][c:17]([O:40][CH3:41])[c:18]([O:31][c:32]3[c:33]([O:38][CH3:39])[cH:34][cH:35][cH:36][cH:37]3)[c:19]([NH:21][S:22](=[O:23])(=[O:24])[c:25]3[s:26][c:27]([CH3:30])[cH:28][n:29]3)[n:20]2)[cH:12][cH:13][cH:14]1. The reactants are COc1ccccc1Oc1c(NS(=O)(=O)c2ncc(C)s2)nc(-c2cccc(OCc3ccccc3)c2)nc1OC, ClCCl. Yields the product COc1ccccc1Oc1c(NS(=O)(=O)c2ncc(C)s2)nc(-c2cccc(O)c2)nc1OC. Starting materials: COc1ccc(NC(=O)c2ccccc2)cc1[N+](=O)[O-], [Zn]. Yields the product COc1ccc(NC(=O)c2ccccc2)cc1N. Reaction SMILES: [CH3:1][O:2][c:3]1[c:4]([N+:18]([O-:19])=[O:20])[cH:5][c:6]([NH:9][C:10]([c:11]2[cH:12][cH:13][cH:14][cH:15][cH:16]2)=[O:17])[cH:7][cH:8]1.[Zn:21]>>[CH3:1][O:2][c:3]1[c:4]([NH2:18])[cH:5][c:6]([NH:9][C:10]([c:11]2[cH:12][cH:13][cH:14][cH:15][cH:16]2)=[O:17])[cH:7][cH:8]1.